Task: describe an organic reaction: reactants, conditions, products, and yield. Dataset: the Open Reaction Database (ORD), a public repository of structured organic reaction records The reactants are C(#C)C1=CNC=2N=CN=CC21 (5-ethynyl-7H-pyrrolo[2,3-d]pyrimidine). The reagents and catalysts are [OH-].[Pd+2].[OH-] (palladium hydroxide). Solvent: C(C)O (ethanol). Product: C(C)C1=CNC=2N=CN=CC21 (5-ethyl-7H-pyrrolo[2,3-d]pyrimidine). Isolated yield 86.2%. As a reaction SMILES: [C:1]([C:3]1[C:11]2[CH:10]=[N:9][CH:8]=[N:7][C:6]=2[NH:5][CH:4]=1)#[CH:2]>C(O)C.[OH-].[Pd+2].[OH-]>[CH2:1]([C:3]1[C:11]2[CH:10]=[N:9][CH:8]=[N:7][C:6]=2[NH:5][CH:4]=1)[CH3:2] |f:2.3.4|. Procedure: 5-ethynyl-7H-pyrrolo[2,3-d]pyrimidine (0.293 g, 2.05 mmol) and palladium hydroxide [20 weight percent (dry basis)] on carbon [moist] (0.0644 g, 0.0458 mmol) were stirred in ethanol (10 mL) under an atmosphere of hydrogen for 18 hours. The mixture was filtered through a pad of celite and concentrated to give the title compound as an orange solid (0.260 g, 86%). Reactants: Cl.C1=C(C=CC=2CCCCC12)CC1CCNCC1 (4-((5,6,7,8-tetrahydro-2-naphthyl)methyl)piperidine hydrochloride), FC1=CC=C(OCCBr)C=C1 (2-(4-fluorophenoxy)ethyl bromide), C(=O)([O-])[O-].[K+].[K+] (K2CO3). The product is Cl.FC1=CC=C(OCCN2CCC(CC2)CC2=CC=3CCCCC3C=C2)C=C1 (1-(2-(4-Fluorophenoxy)ethyl)-4-((5,6,7,8-tetrahydro-2-naphthyl)methyl)piperidine hydrochloride). RXN SMILES: [ClH:1].[CH:2]1[C:11]2[CH2:10][CH2:9][CH2:8][CH2:7][C:6]=2[CH:5]=[CH:4][C:3]=1[CH2:12][CH:13]1[CH2:18][CH2:17][NH:16][CH2:15][CH2:14]1.[F:19][C:20]1[CH:29]=[CH:28][C:23]([O:24][CH2:25][CH2:26]Br)=[CH:22][CH:21]=1.C([O-])([O-])=O.[K+].[K+]>>[ClH:1].[F:19][C:20]1[CH:29]=[CH:28][C:23]([O:24][CH2:25][CH2:26][N:16]2[CH2:17][CH2:18][CH:13]([CH2:12][C:3]3[CH:4]=[CH:5][C:6]4[CH2:7][CH2:8][CH2:9][CH2:10][C:11]=4[CH:2]=3)[CH2:14][CH2:15]2)=[CH:22][CH:21]=1 |f:0.1,3.4.5,6.7|. Reported procedure: The title compound was prepared from 4-((5,6,7,8-tetrahydro-2-naphthyl)methyl)piperidine hydrochloride (250 mg, 940 μmol), 2-(4-fluorophenoxy)ethyl bromide (216 mg, 987 μmol) and K2CO3 (266 mg, 1.93 mmol) as a colorless solid (220 mg): mp 181-183° C.; 1H NMR (CDCl3) 1.60-2.12 (m, 9H), 2.54 (d, J=7.2 Hz, 2H), 2.65-2.81 (m, 6H), 3.20-3.55 (m, 2H), 3.59-3.71 (m, 2H), 4.52 (t, J=4.2 Hz, 2H), 6.77-7.01 (m, 7H), 12.55 (bs, 1H); Anal. Calcd for C24H31ClFNO: C, 71.36; H, 7.74; N, 3.47. Found: C, 71.30; ... Starting materials: ClC=1C2=C(N=CN1)N(C=C2)COCC[Si](C)(C)C (4-chloro-7-[2-(trimethylsilyl)ethoxy]methyl-7H-pyrrolo[2,3-d]pyrimidine), CC1(OB(OC1(C)C)C=1C=NNC1)C (4-(4,4,5,5-tetramethyl-1,3,2-dioxaborolan-2-yl)-1H-pyrazole), CN(C)C=O (DMF), C([O-])([O-])=O.[K+].[K+] (potassium carbonate). Reagents/catalysts: C=1C=CC(=CC1)[P](C=2C=CC=CC2)(C=3C=CC=CC3)[Pd]([P](C=4C=CC=CC4)(C=5C=CC=CC5)C=6C=CC=CC6)([P](C=7C=CC=CC7)(C=8C=CC=CC8)C=9C=CC=CC9)[P](C=1C=CC=CC1)(C=1C=CC=CC1)C=1C=CC=CC1 (Tetrakis(triphenylphosphine)palladium(0)). Run in O (Water), O (water), C(C)(=O)OCC (ethyl acetate). Reaction conditions: temperature 125 celsius. Yields the product N1N=CC(=C1)C=1C2=C(N=CN1)N(C=C2)COCC[Si](C)(C)C (4-(1H-pyrazol-4-yl)-7-[2-(trimethylsilyl)ethoxy]methyl-7H-pyrrolo[2,3-d]pyrimidine). Reaction SMILES: Cl[C:2]1[C:3]2[CH:10]=[CH:9][N:8]([CH2:11][O:12][CH2:13][CH2:14][Si:15]([CH3:18])([CH3:17])[CH3:16])[C:4]=2[N:5]=[CH:6][N:7]=1.CC1(C)C(C)(C)OB([C:27]2[CH:28]=[N:29][NH:30][CH:31]=2)O1.CN(C=O)C.C(=O)([O-])[O-].[K+].[K+]>O.C(OCC)(=O)C.C1C=CC([P]([Pd]([P](C2C=CC=CC=2)(C2C=CC=CC=2)C2C=CC=CC=2)([P](C2C=CC=CC=2)(C2C=CC=CC=2)C2C=CC=CC=2)[P](C2C=CC=CC=2)(C2C=CC=CC=2)C2C=CC=CC=2)(C2C=CC=CC=2)C2C=CC=CC=2)=CC=1>[NH:29]1[CH:28]=[C:27]([C:2]2[C:3]3[CH:10]=[CH:9][N:8]([CH2:11][O:12][CH2:13][CH2:14][Si:15]([CH3:18])([CH3:17])[CH3:16])[C:4]=3[N:5]=[CH:6][N:7]=2)[CH:31]=[N:30]1 |f:3.4.5,^1:54,56,75,94|. Procedure details: To a mixture of 4-chloro-7-[2-(trimethylsilyl)ethoxy]methyl-7H-pyrrolo[2,3-d]pyrimidine (1.4 g, 0.0049 mol) and 4-(4,4,5,5-tetramethyl-1,3,2-dioxaborolan-2-yl)-1H-pyrazole (1.4 g, 0.0074 mol) in DMF (40 mL, 0.5 mol) was added potassium carbonate (2.0 g, 0.015 mol) in 15 mL of water. The mixture was purged with a steady stream of nitrogen for 15 minutes. Tetrakis(triphenylphosphine)palladium(0) (0.41 g, 0.00036 mol) was added and the reaction was heated to 125° C. for 30 min. The mixture was allo... The reactants are N=1C=2C=CC=CC2C=CC1C, O=C(O)C(CCC)CCC. Reagents/catalysts: O=S(=O)(O)OOS(=O)(=O)O.N. Run in O, O=S(C)C. Conditions: temperature 40 celsius, time 16 hour. Product: N=1C=2C=CC=CC2C(=CC1C)C(CCC)CCC. Yield: 71.0%. Starting materials: OC(CCCN1C(CC(CC1)O)C(C1=CC=CC=C1)C1=CC=CC=C1)C1=CC=C(C=C1)C(C(=O)OC)(C)C (Methyl 4-[1-hydroxy-4-(4-hydroxydiphenylmethyl-1-piperidinyl)butyl]-α,α-dimethylbenzeneacetate), [OH-].[K+] (potassium hydroxide). The solvent is C(C)O (ethanol). The product is OC(CCCN1C(CC(CC1)O)C(C1=CC=CC=C1)C1=CC=CC=C1)C1=CC=C(C=C1)C(C(=O)O)(C)C (4-[1-hydroxy-4-(4-hydroxydiphenylmethyl-1-piperidinyl)butyl]-α,α-dimethylbenzeneacetic acid). Reaction SMILES: [OH:1][CH:2]([C:26]1[CH:31]=[CH:30][C:29]([C:32]([CH3:38])([CH3:37])[C:33]([O:35]C)=[O:34])=[CH:28][CH:27]=1)[CH2:3][CH2:4][CH2:5][N:6]1[CH2:11][CH2:10][CH:9]([OH:12])[CH2:8][CH:7]1[CH:13]([C:20]1[CH:25]=[CH:24][CH:23]=[CH:22][CH:21]=1)[C:14]1[CH:19]=[CH:18][CH:17]=[CH:16][CH:15]=1.[OH-].[K+]>C(O)C>[OH:1][CH:2]([C:26]1[CH:27]=[CH:28][C:29]([C:32]([CH3:38])([CH3:37])[C:33]([OH:35])=[O:34])=[CH:30][CH:31]=1)[CH2:3][CH2:4][CH2:5][N:6]1[CH2:11][CH2:10][CH:9]([OH:12])[CH2:8][CH:7]1[CH:13]([C:20]1[CH:21]=[CH:22][CH:23]=[CH:24][CH:25]=1)[C:14]1[CH:19]=[CH:18][CH:17]=[CH:16][CH:15]=1 |f:1.2|. Procedure details: Methyl 4-[1-hydroxy-4-(4-hydroxydiphenylmethyl-1-piperidinyl)butyl]-α,α-dimethylbenzeneacetate (1.2 gm) was combined with potassium hydroxide (0.4 gm) and ethanol (5 ml), and the mixture was heated to reflux for 7 hours. The ethanol was removed on a rotary evaporator and the residue was dissolved in water (2 ml). The aqueous solution was acidifed with glacial acetic acid to provide a solid which was recrystallized from 1:1 methanol/ethyl acetate to give 4-[1-hydroxy-4-(4-hydroxydiphenylmethyl-1-...